From a dataset of the Open Reaction Database (ORD), a public repository of structured organic reaction records. describe an organic reaction: reactants, conditions, products, and yield Reaction SMILES: [CH2:1]([CH3:2])[O:3][C:4]([C:5](=[CH2:6])[O:7][CH2:8][CH:9]=[CH2:10])=[O:11].[CH3:12][O:13][CH2:14][N:15]([CH2:16][Si:17]([CH3:18])([CH3:19])[CH3:20])[CH2:21][c:22]1[cH:23][cH:24][cH:25][cH:26][cH:27]1.[Cl:35][CH2:36][Cl:37].[OH:28][C:29]([C:30]([F:31])([F:32])[F:33])=[O:34]>>[CH2:1]([CH3:2])[O:3][C:4]([C:5]1([O:7][CH2:8][CH:9]=[CH2:10])[CH2:6][CH2:14][N:15]([CH2:21][c:22]2[cH:23][cH:24][cH:25][cH:26][cH:27]2)[CH2:16]1)=[O:11]. Yields the product C=CCOC1(C(=O)OCC)CCN(Cc2ccccc2)C1. Reactants: C=CCOC(=C)C(=O)OCC, COCN(Cc1ccccc1)C[Si](C)(C)C, ClCCl, O=C(O)C(F)(F)F. The reactants are C([O-])([O-])=O.[K+].[K+] (Potassium carbonate), O(C1=CC=CC=C1)C1=C(C(=NO)C#N)C=CC=C1 (2-phenoxy-α-hydroxyiminobenzyl cyanide), S(=O)(=O)(OC)OC (dimethyl sulfate). The solvent is CC(=O)C (acetone). Reaction conditions: time 5 minute. Yields the product O(C1=CC=CC=C1)C1=C(C(=NOC)C#N)C=CC=C1 (2-phenoxy-α-methoxyiminobenzyl cyanide). Yield: 108.2%. RXN SMILES: [C:1](=[O:4])([O-])[O-].[K+].[K+].[O:7]([C:14]1[CH:24]=[CH:23][CH:22]=[CH:21][C:15]=1[C:16]([C:19]#[N:20])=[N:17]O)[C:8]1[CH:13]=[CH:12][CH:11]=[CH:10][CH:9]=1.S(OC)(OC)(=O)=O>CC(C)=O>[O:7]([C:14]1[CH:24]=[CH:23][CH:22]=[CH:21][C:15]=1[C:16]([C:19]#[N:20])=[N:17][O:4][CH3:1])[C:8]1[CH:9]=[CH:10][CH:11]=[CH:12][CH:13]=1 |f:0.1.2|. Procedure details: Potassium carbonate (3.11 g, 0.023 mol) and acetone (60 ml) were added to 2-phenoxy-α-hydroxyiminobenzyl cyanide (E/Z=11/89)(7.15 g, 0.03 mol). The mixture was stirred for 5 minutes. Then dimethyl sulfate (5.68 g, 0.045 mol) was added, and the mixture was stirred at room temperature for 18 hours. After completion of the reaction, the resulting insoluble materials were removed. To the residue obtained after concentration under reduced pressure, toluene (60 ml) and 1N aqueous sodium hydroxide solu... Starting materials: Cc1ccccc1, FC(F)(F)C1(c2cc(Cl)cc(Cl)c2)CCNC1, N#Cc1cc(I)ccc1F. Yields the product N#Cc1cc(N2CCC(c3cc(Cl)cc(Cl)c3)(C(F)(F)F)C2)ccc1F. Reaction SMILES: [CH3:28][c:29]1[cH:30][cH:31][cH:32][cH:33][cH:34]1.[Cl:1][c:2]1[cH:3][c:4]([C:9]2([C:14]([F:15])([F:16])[F:17])[CH2:10][NH:11][CH2:12][CH2:13]2)[cH:5][c:6]([Cl:8])[cH:7]1.[F:18][c:19]1[c:20]([C:21]#[N:22])[cH:23][c:24]([I:27])[cH:25][cH:26]1>>[Cl:1][c:2]1[cH:3][c:4]([C:9]2([C:14]([F:15])([F:16])[F:17])[CH2:10][N:11]([c:24]3[cH:23][c:20]([C:21]#[N:22])[c:19]([F:18])[cH:26][cH:25]3)[CH2:12][CH2:13]2)[cH:5][c:6]([Cl:8])[cH:7]1. The reactants are C1(=CC=CC=C1)C1CCC(N1)C(=O)OCC (ethyl (2RS,5SR)-5-phenylprolinate), CC=1C=C(C=CC1)NC(NCC(=O)O)=O (2-[3-(3-methylphenyl)ureido]acetic acid). Solvent: ClCCCl (1,2-dichloroethane), S(=O)(Cl)Cl (sulphinyl chloride). Yields the product CC=1C=C(C=CC1)NC(NCC(=O)N1C(C(=O)OCC)CCC1C1=CC=CC=C1)=O (ethyl (2RS,5SR)-1-{2-[3-(3-methylphenyl)ureido]acetyl}-5-phenylprolinate). The yield is 29.2%. As a reaction SMILES: [C:1]1([CH:7]2[NH:11][CH:10]([C:12]([O:14][CH2:15][CH3:16])=[O:13])[CH2:9][CH2:8]2)[CH:6]=[CH:5][CH:4]=[CH:3][CH:2]=1.[CH3:17][C:18]1[CH:19]=[C:20]([NH:24][C:25](=[O:31])[NH:26][CH2:27][C:28](O)=[O:29])[CH:21]=[CH:22][CH:23]=1>ClCCCl.S(Cl)(Cl)=O>[CH3:17][C:18]1[CH:19]=[C:20]([NH:24][C:25](=[O:31])[NH:26][CH2:27][C:28]([N:11]2[CH:7]([C:1]3[CH:2]=[CH:3][CH:4]=[CH:5][CH:6]=3)[CH2:8][CH2:9][CH:10]2[C:12]([O:14][CH2:15][CH3:16])=[O:13])=[O:29])[CH:21]=[CH:22][CH:23]=1. Procedure details: By proceeding in a fashion similar to that described in Example 1 but starting from 2.2 g of ethyl (2RS,5SR)-5-phenylprolinate, 2.1 g of 2-[3-(3-methylphenyl)ureido]acetic acid in suspension in 50 cm3 of anhydrous 1,2-dichloroethane and 0.72 cm3 of sulphinyl chloride, 1.2 g of ethyl (2RS,5SR)-1-{2-[3-(3-methylphenyl)ureido]acetyl}-5-phenylprolinate, melting at 115° C., are obtained after recrystallization in acetonitrile. The reactants are Cc1ccn(-c2ccc(C(F)(F)F)cc2)n1, CCOCC, [Na+], CN(C)C=O, [OH-], O, O=P(Cl)(Cl)Cl. Product: Cc1nn(-c2ccc(C(F)(F)F)cc2)cc1C=O. RXN SMILES: [CH3:1][c:2]1[n:3][n:4](-[c:7]2[cH:8][cH:9][c:10]([C:13]([F:14])([F:15])[F:16])[cH:11][cH:12]2)[cH:5][cH:6]1.[CH3:30][CH2:31][O:32][CH2:33][CH3:34].[Na+:24].[O:25]=[CH:26][N:27]([CH3:28])[CH3:29].[OH-:23].[OH2:22].[P:17]([Cl:18])([Cl:19])([Cl:20])=[O:21]>>[CH3:1][c:2]1[n:3][n:4](-[c:7]2[cH:8][cH:9][c:10]([C:13]([F:14])([F:15])[F:16])[cH:11][cH:12]2)[cH:5][c:6]1[CH:26]=[O:25]. The reactants are N(=NC(=O)OCC)C(=O)OCC (diethyl azodicarboxylate), FC(OC1=CC=C(C=C1)C=1C=CC=2N(C1)C(NN2)=O)(F)F (6-(4-(Trifluoromethoxy)phenyl)-[1,2,4]triazolo[4,3-a]pyridin-3(2H)-one), FC1=C(C(=CC=C1)F)CCO (2-(2,6-difluorophenyl)ethanol), C1=CC=C(C=C1)P(C2=CC=CC=C2)C3=CC=CC=C3 (PPh3). Solvent: C1CCOC1 (THF). Run at time 5 hour. Product: FC1=C(CCN2N=C3N(C=C(C=C3)C3=CC=C(C=C3)OC(F)(F)F)C2=O)C(=CC=C1)F (2-(2,6-difluorophenethyl)-6-(4-(trifluoromethoxy)phenyl)-[1,2,4]triazolo[4,3-a]pyridin-3 (2H)-one). Yield: 52.5%. As a reaction SMILES: [F:1][C:2]([F:21])([F:20])[O:3][C:4]1[CH:9]=[CH:8][C:7]([C:10]2[CH:11]=[CH:12][C:13]3[N:14]([C:16](=[O:19])[NH:17][N:18]=3)[CH:15]=2)=[CH:6][CH:5]=1.[F:22][C:23]1[CH:28]=[CH:27][CH:26]=[C:25]([F:29])[C:24]=1[CH2:30][CH2:31]O.C1C=CC(P(C2C=CC=CC=2)C2C=CC=CC=2)=CC=1.N(C(OCC)=O)=NC(OCC)=O>C1COCC1>[F:22][C:23]1[CH:28]=[CH:27][CH:26]=[C:25]([F:29])[C:24]=1[CH2:30][CH2:31][N:17]1[C:16](=[O:19])[N:14]2[CH:15]=[C:10]([C:7]3[CH:6]=[CH:5][C:4]([O:3][C:2]([F:1])([F:20])[F:21])=[CH:9][CH:8]=3)[CH:11]=[CH:12][C:13]2=[N:18]1. Procedure details: 6-(4-(Trifluoromethoxy)phenyl)-[1,2,4]triazolo[4,3-a]pyridin-3(2H)-one (50.0 mg, 0.169 mmol), 2-(2,6-difluorophenyl)ethanol (40.1 mg, 0.2535 mmol, 1.5 equiv.) and PPh3 (66.5 mg, 0.2535 mmol, 1.5 equiv.) were dissolved in THF (3 mL) under nitrogen atmosphere in a 50 mL round bottomed flask. This mixture was treated with diethyl azodicarboxylate (40% toluene solution, d=0.956, 0.12 mL, 0.2535 mmol, 1.5 equiv.) at room temperature. After stirring for 5 h, the mixture was directly loaded onto prepar...